Dataset: the Open Reaction Database (ORD), a public repository of structured organic reaction records. Task: describe an organic reaction: reactants, conditions, products, and yield Reactants: C(CC)C1=C(C=2N(C(=N1)C)C=NN2)CC2=CC=C(C=C2)C2=C(C=CC=C2)C#N (7-n-propyl-5-methyl-8-[(2'-cyano-4-biphenylyl)methyl]-1,2,4-triazolo[4,3-c]pyrimidine). Solvent: C(=O)O (formic acid). Yields the product C(CC)C1=C(C=2N(C(=N1)C)N=CN2)CC2=CC=C(C=C2)C2=C(C=CC=C2)C#N (7-n-propyl-5-methyl-8-[(2'-cyano-4-biphenylyl)methyl]-1,2,4-triazolo[1,5-c]pyrimidine). Isolated yield 75.0%. As a reaction SMILES: [CH2:1]([C:4]1[N:9]=[C:8]([CH3:10])[N:7]2[CH:11]=[N:12][N:13]=[C:6]2[C:5]=1[CH2:14][C:15]1[CH:20]=[CH:19][C:18]([C:21]2[CH:26]=[CH:25][CH:24]=[CH:23][C:22]=2[C:27]#[N:28])=[CH:17][CH:16]=1)[CH2:2][CH3:3]>C(O)=O>[CH2:1]([C:4]1[N:9]=[C:8]([CH3:10])[N:13]2[N:12]=[CH:11][N:7]=[C:6]2[C:5]=1[CH2:14][C:15]1[CH:20]=[CH:19][C:18]([C:21]2[CH:26]=[CH:25][CH:24]=[CH:23][C:22]=2[C:27]#[N:28])=[CH:17][CH:16]=1)[CH2:2][CH3:3]. Procedure: 10 g of 7-n-propyl-5-methyl-8-[(2'-cyano-4-biphenylyl)methyl]-1,2,4-triazolo[4,3-c]pyrimidine, prepared in Example 69, are heated to reflux for 4 hours in 150 ml of formic acid. The mixture is evaporated to dryness under vacuum, and the residue, taken up with ether and pentane, crystallises to give 7.5 g of 7-n-propyl-5-methyl-8-[(2'-cyano-4-biphenylyl)methyl]-1,2,4-triazolo[1,5-c]pyrimidine in the form of crystals of melting point 112° C. The reactants are CCO, Cl, [Na+], [OH-], CCOC(=O)COc1cccc(CN2CC(OC)CC2c2nc(-c3ccccc3)c(-c3ccccc3)o2)c1. The product is COC1CC(c2nc(-c3ccccc3)c(-c3ccccc3)o2)N(Cc2cccc(OCC(=O)O)c2)C1. RXN SMILES: [CH3:42][CH2:43][OH:44].[ClH:41].[Na+:40].[OH-:39].[c:1]1(-[c:7]2[n:8][c:9]([CH:18]3[N:19]([CH2:25][c:26]4[cH:27][c:28]([O:29][CH2:30][C:31](=[O:32])[O:33][CH2:34][CH3:35])[cH:36][cH:37][cH:38]4)[CH2:20][CH:21]([O:23][CH3:24])[CH2:22]3)[o:10][c:11]2-[c:12]2[cH:13][cH:14][cH:15][cH:16][cH:17]2)[cH:2][cH:3][cH:4][cH:5][cH:6]1>>[c:1]1(-[c:7]2[n:8][c:9]([CH:18]3[N:19]([CH2:25][c:26]4[cH:27][c:28]([O:29][CH2:30][C:31](=[O:32])[OH:33])[cH:36][cH:37][cH:38]4)[CH2:20][CH:21]([O:23][CH3:24])[CH2:22]3)[o:10][c:11]2-[c:12]2[cH:13][cH:14][cH:15][cH:16][cH:17]2)[cH:2][cH:3][cH:4][cH:5][cH:6]1. Solvent: O (water), O (water), C(C)(=O)OCC (ethyl acetate), O (water). Reported procedure: To 2 mL of a methanol solution containing 0.60 g of tert-butyl(3-phenylpropyl)(1-(trifluoroacetyl)piperidin-4-yl)carbamate, 0.4 mL of water was added, and 0.28 g of potassium carbonate was added under cooling with ice, and the mixture was stirred at the same temperature for 2 hours and 10 minutes and at room temperature for 2 hours and 15 minutes. Thereto was added 2 mL of methanol and 0.5 mL of water, and the mixture was left to stand at room temperature overnight. The solvent was removed under... The product is C(C)(C)(C)OC(N(C1CCNCC1)CCCC1=CC=CC=C1)=O (tert-butyl(3-phenylpropyl)(piperidin-4-yl)carbamate). Reactants: CO (methanol), CO (methanol), C(C)(C)(C)OC(N(C1CCN(CC1)C(C(F)(F)F)=O)CCCC1=CC=CC=C1)=O (tert-butyl(3-phenylpropyl)(1-(trifluoroacetyl)piperidin-4-yl)carbamate), C([O-])([O-])=O.[K+].[K+] (potassium carbonate). RXN SMILES: CO.[C:3]([O:7][C:8](=[O:31])[N:9]([CH2:22][CH2:23][CH2:24][C:25]1[CH:30]=[CH:29][CH:28]=[CH:27][CH:26]=1)[CH:10]1[CH2:15][CH2:14][N:13](C(=O)C(F)(F)F)[CH2:12][CH2:11]1)([CH3:6])([CH3:5])[CH3:4].C(=O)([O-])[O-].[K+].[K+]>O.C(OCC)(=O)C>[C:3]([O:7][C:8](=[O:31])[N:9]([CH2:22][CH2:23][CH2:24][C:25]1[CH:30]=[CH:29][CH:28]=[CH:27][CH:26]=1)[CH:10]1[CH2:11][CH2:12][NH:13][CH2:14][CH2:15]1)([CH3:6])([CH3:4])[CH3:5] |f:2.3.4|. Reaction conditions: time 15 minute. Product: C(C1=CC=CC=C1)NC1=C(C(=NN1CCCN1N=C(C(=C1NCC1=CC=CC=C1)[N+](=O)[O-])C1=CC=CC=C1)C1=CC=CC=C1)[N+](=O)[O-] (1,3-bis-(5-benzylamino-4-nitro-3-phenyl-pyrazol-1-yl)propane). Isolated yield 81.8%. Reported procedure: 3.7 g of 1,3-bis-(5-benzylamino-3-bromo-4-nitropyrazol-1-yl)propane from step 5.2 in 40 ml 1,2-dimethoxyethane are mixed under nitrogen with 3.8 g phenyl boric acid, 1.2 g of tetrakis(triphenylphosphin)palladium (0) and a solution of 8.3 g of potassium carbonate in 30 ml water. The resulting reaction mixture is subsequently heated under reflux under nitrogen. After five hours the reaction mixture is heated over silica gel (hyflo super-gel of Celite Co.), filtered and the filtrate cooled in an ic... Solvent: COCCOC (1,2-dimethoxyethane), O (water). RXN SMILES: [CH2:1]([NH:8][C:9]1[N:13]([CH2:14][CH2:15][CH2:16][N:17]2[C:21]([NH:22][CH2:23][C:24]3[CH:29]=[CH:28][CH:27]=[CH:26][CH:25]=3)=[C:20]([N+:30]([O-:32])=[O:31])[C:19](Br)=[N:18]2)[N:12]=[C:11](Br)[C:10]=1[N+:35]([O-:37])=[O:36])[C:2]1[CH:7]=[CH:6][CH:5]=[CH:4][CH:3]=1.[C:38]1(OB(O)O)[CH:43]=[CH:42][CH:41]=[CH:40][CH:39]=1.C(=O)([O-])[O-].[K+].[K+]>COCCOC.O>[CH2:1]([NH:8][C:9]1[N:13]([CH2:14][CH2:15][CH2:16][N:17]2[C:21]([NH:22][CH2:23][C:24]3[CH:29]=[CH:28][CH:27]=[CH:26][CH:25]=3)=[C:20]([N+:30]([O-:32])=[O:31])[C:19]([C:38]3[CH:43]=[CH:42][CH:41]=[CH:40][CH:39]=3)=[N:18]2)[N:12]=[C:11]([C:2]2[CH:7]=[CH:6][CH:5]=[CH:4][CH:3]=2)[C:10]=1[N+:35]([O-:37])=[O:36])[C:2]1[CH:7]=[CH:6][CH:5]=[CH:4][CH:3]=1 |f:2.3.4|. Reactants: C(C1=CC=CC=C1)NC1=C(C(=NN1CCCN1N=C(C(=C1NCC1=CC=CC=C1)[N+](=O)[O-])Br)Br)[N+](=O)[O-] (1,3-bis-(5-benzylamino-3-bromo-4-nitropyrazol-1-yl)propane), C1(=CC=CC=C1)OB(O)O (phenyl boric acid), tetrakis(triphenylphosphin)palladium (0), C([O-])([O-])=O.[K+].[K+] (potassium carbonate). The reactants are C1(CCCCC1)N1C(C2(CC(C1=O)C2)C2=CC=C(C=C2)[N+](=O)[O-])=O (3-cyclohexyl-1-(4-nitrophenyl)-3-azabicyclo[3.1.1]heptane-2,4-dione), CCOCC (ether). The reagents and catalysts are [Pd] (palladium-on-carbon). Run in COCCO (2-methoxyethanol). Product: NC1=CC=C(C=C1)C12C(N(C(C(C1)C2)=O)C2CCCCC2)=O (1-(4-aminophenyl)-3-cyclohexyl-3-azabicyclo[3.1.1]heptane-2,4-dione). As a reaction SMILES: [CH:1]1([N:7]2[C:12](=[O:13])[CH:11]3[CH2:14][C:9]([C:15]4[CH:20]=[CH:19][C:18]([N+:21]([O-])=O)=[CH:17][CH:16]=4)([CH2:10]3)[C:8]2=[O:24])[CH2:6][CH2:5][CH2:4][CH2:3][CH2:2]1.CCOCC>COCCO.[Pd]>[NH2:21][C:18]1[CH:19]=[CH:20][C:15]([C:9]23[CH2:10][CH:11]([CH2:14]2)[C:12](=[O:13])[N:7]([CH:1]2[CH2:6][CH2:5][CH2:4][CH2:3][CH2:2]2)[C:8]3=[O:24])=[CH:16][CH:17]=1. Procedure details: In a manner analogous to that described in Example 1a, 6.0 g of 3-cyclohexyl-1-(4-nitrophenyl)-3-azabicyclo[3.1.1]heptane-2,4-dione are dissolved in 120 ml of 2-methoxyethanol, hydrogenated in the presence of 0.6 g of 5% palladium-on-carbon and worked up. Melting point 139°-140° (from ether). Starting materials: O=C1c2ccccc2C(=O)N1CCBr, O=C([O-])O, CC#N, [Na+], c1ccc2c(N3CCNCC3)n[nH]c2c1. The product is O=C1c2ccccc2C(=O)N1CCN1CCN(c2n[nH]c3ccccc23)CC1. As a reaction SMILES: [Br:16][CH2:17][CH2:18][N:19]1[C:20](=[O:29])[c:21]2[c:22]([cH:25][cH:26][cH:27][cH:28]2)[C:23]1=[O:24].[C:30](=[O:31])([OH:32])[O-:33].[CH3:35][C:36]#[N:37].[Na+:34].[nH:1]1[n:2][c:3]([N:10]2[CH2:11][CH2:12][NH:13][CH2:14][CH2:15]2)[c:4]2[cH:5][cH:6][cH:7][cH:8][c:9]12>>[nH:1]1[n:2][c:3]([N:10]2[CH2:11][CH2:12][N:13]([CH2:17][CH2:18][N:19]3[C:20](=[O:29])[c:21]4[c:22]([cH:25][cH:26][cH:27][cH:28]4)[C:23]3=[O:24])[CH2:14][CH2:15]2)[c:4]2[cH:5][cH:6][cH:7][cH:8][c:9]12. Reactants: C(=O)C1=CC=C(OC(C(=O)OC)(CC)C)C=C1 (methyl 2-(4-formylphenoxy)-2-methyl-2-ethylacetate), C(C)OC1=CC=C(C=C1)C(C)=O (p-ethoxyacetophenone), [Na] (sodium). The product is C(C)OC1=CC=C(C(=O)C=CC2=CC=C(OC(C(=O)OC)(CC)C)C=C2)C=C1 (methyl 2-[4-(2-p-ethoxybenzoylethenyl)phenoxy]-2-methyl-2 ethylacetate). Procedure details: Following the procedure in Example 1 using 7.1 parts of methyl 2-(4-formylphenoxy)-2-methyl-2-ethylacetate and 4.9 parts of p-ethoxyacetophenone in 10 parts by volume of ethanol containing 0.1 part of sodium metal provides methyl 2-[4-(2-p-ethoxybenzoylethenyl)phenoxy]-2-methyl-2 ethylacetate. This compound has the following structural formula. ##SPC11## Run in C(C)O (ethanol). As a reaction SMILES: [CH:1]([C:3]1[CH:17]=[CH:16][C:6]([O:7][C:8]([CH3:15])([CH2:13][CH3:14])[C:9]([O:11][CH3:12])=[O:10])=[CH:5][CH:4]=1)=O.[CH2:18]([O:20][C:21]1[CH:26]=[CH:25][C:24]([C:27](=[O:29])[CH3:28])=[CH:23][CH:22]=1)[CH3:19].[Na]>C(O)C>[CH2:18]([O:20][C:21]1[CH:26]=[CH:25][C:24]([C:27]([CH:28]=[CH:1][C:3]2[CH:17]=[CH:16][C:6]([O:7][C:8]([CH3:15])([CH2:13][CH3:14])[C:9]([O:11][CH3:12])=[O:10])=[CH:5][CH:4]=2)=[O:29])=[CH:23][CH:22]=1)[CH3:19] |^1:29|.